From a dataset of the Open Reaction Database (ORD), a public repository of structured organic reaction records. describe an organic reaction: reactants, conditions, products, and yield Starting materials: [Br-], CC(C)CC(C=O)NC(=O)OC(C)(C)C, [Li]CCCC, C[P+](c1ccccc1)(c1ccccc1)c1ccccc1, CCCCCC, C1CCOC1, O. The product is C=CC(CC(C)C)NC(=O)OC(C)(C)C. As a reaction SMILES: [Br-:28].[C:12](=[O:13])([O:14][C:15]([CH3:16])([CH3:17])[CH3:18])[NH:19][CH:20]([CH2:21][CH:22]([CH3:23])[CH3:24])[CH:25]=[O:26].[CH2:1]([Li:2])[CH2:3][CH2:4][CH3:5].[CH3:29][P+:30]([c:31]1[cH:32][cH:33][cH:34][cH:35][cH:36]1)([c:37]1[cH:38][cH:39][cH:40][cH:41][cH:42]1)[c:43]1[cH:44][cH:45][cH:46][cH:47][cH:48]1.[CH3:6][CH2:7][CH2:8][CH2:9][CH2:10][CH3:11].[O:49]1[CH2:50][CH2:51][CH2:52][CH2:53]1.[OH2:27]>>[CH2:1]=[CH:25][CH:20]([NH:19][C:12](=[O:13])[O:14][C:15]([CH3:16])([CH3:17])[CH3:18])[CH2:21][CH:22]([CH3:23])[CH3:24]. Reactants: O1C(OCC1)C1=CC=CC(=N1)N(C)C ((6-[1,3]dioxolan-2-yl-pyridin-2-yl)dimethylamine). Solvent: aqueous solution, C(=O)O (formic acid). Run at temperature 60 celsius. The product is CN(C1=CC=CC(=N1)C=O)C (6-dimethylaminopyridine-2-carbaldehyde), oil. As a reaction SMILES: [O:1]1CCO[CH:2]1[C:6]1[N:11]=[C:10]([N:12]([CH3:14])[CH3:13])[CH:9]=[CH:8][CH:7]=1>C(O)=O>[CH3:13][N:12]([CH3:14])[C:10]1[N:11]=[C:6]([CH:2]=[O:1])[CH:7]=[CH:8][CH:9]=1. Procedure: 0.60 g of (6-[1,3]dioxolan-2-yl-pyridin-2-yl)dimethylamine (3.09 mmol) is mixed in 10 ml of an aqueous solution of formic acid at 80% and then the solution is heated at 60° C. for 20 hours. The solvents are removed by azeotropic entrainment with toluene, the residue is taken up in water, the mixture is cooled to 0° C. and then the medium is basified by addition of potassium carbonate. The mixture is extracted with ethyl acetate, the organic phase is washed with water and then with a saturated aq... Reactants: FC(C=1C=C(C=O)C=CC1)(F)F (m-trifluoromethylbenzaldehyde), C(CC(=O)C)(=O)OCCN1CCN(CC1)C(C1=CC=CC=C1)C1=CC=CC=C1 (2-(4-benzhydryl-1-piperazinyl)ethyl acetoacetate), N\C(=C/C(=O)OC)\C (methyl 3-aminocrotonate). Solvent: C(C)(C)O (isopropyl alcohol). Product: CC=1NC(=C(C(C1C(=O)OCCN1CCN(CC1)C(C1=CC=CC=C1)C1=CC=CC=C1)C1=CC(=CC=C1)C(F)(F)F)C(=O)OC)C (2-(4-benzhydryl-1-piperazinyl)ethyl methyl 2,6-dimethyl-4-(3-trifluoromethylphenyl)-1,4-dihydropyridine-3,5-dicarboxylate). Isolated yield 52.5%. RXN SMILES: [F:1][C:2]([F:12])([F:11])[C:3]1[CH:4]=[C:5]([CH:8]=[CH:9][CH:10]=1)[CH:6]=O.C(OC[CH2:21][N:22]1[CH2:27][CH2:26][N:25]([CH:28]([C:35]2[CH:40]=[CH:39][CH:38]=[CH:37][CH:36]=2)[C:29]2[CH:34]=[CH:33][CH:32]=[CH:31][CH:30]=2)[CH2:24][CH2:23]1)(=O)CC(C)=O.[NH2:41]/[C:42](/[CH3:48])=[CH:43]\[C:44]([O:46][CH3:47])=[O:45]>C(O)(C)C>[CH3:48][C:42]1[NH:41][C:42]([CH3:48])=[C:43]([C:44]([O:46][CH3:47])=[O:45])[CH:6]([C:5]2[CH:8]=[CH:9][CH:10]=[C:3]([C:2]([F:12])([F:11])[F:1])[CH:4]=2)[C:43]=1[C:44]([O:46][CH2:47][CH2:21][N:22]1[CH2:27][CH2:26][N:25]([CH:28]([C:29]2[CH:34]=[CH:33][CH:32]=[CH:31][CH:30]=2)[C:35]2[CH:40]=[CH:39][CH:38]=[CH:37][CH:36]=2)[CH2:24][CH2:23]1)=[O:45]. Procedure details: A mixture of m-trifluoromethylbenzaldehyde, 2-(4-benzhydryl-1-piperazinyl)ethyl acetoacetate and methyl 3-aminocrotonate was worked up in isopropyl alcohol in the same manner as Example 1 to give 2-(4-benzhydryl-1-piperazinyl)ethyl methyl 2,6-dimethyl-4-(3-trifluoromethylphenyl)-1,4-dihydropyridine-3,5-dicarboxylate as a light yellow powder, m.p. 70°-72° C. Yield 52.5%. The product was further treated with methanolic hydrogen chloride and recrystallized from methanolethyl ether to give the dihyd... Starting materials: O=P12OP3(=O)OP(=O)(O1)OP(=O)(O2)O3 (phosphorus pentoxide), C(C)O (ethanol), FC=1C=C(C=CC1)OCC1=C(C(=O)O)C=CC=C1 (2-[(3-fluorophenyloxy)methyl]benzoic acid). Run in O (water). Conditions: temperature 100 celsius. Yields the product FC=1C=CC2=C(OCC3=C(C2=O)C=CC=C3)C1 (3-fluoro-6,11-dihydrodibenz[b,e]oxepin-11-one). The yield is 79.6%. RXN SMILES: O=P12OP3(OP(OP(O3)(O1)=O)(=O)O2)=O.C(O)C.[F:18][C:19]1[CH:20]=[C:21]([O:25][CH2:26][C:27]2[CH:35]=[CH:34][CH:33]=[CH:32][C:28]=2[C:29]([OH:31])=O)[CH:22]=[CH:23][CH:24]=1>O>[F:18][C:19]1[CH:24]=[CH:23][C:22]2[C:29](=[O:31])[C:28]3[CH:32]=[CH:33][CH:34]=[CH:35][C:27]=3[CH2:26][O:25][C:21]=2[CH:20]=1. Reported procedure: To 250 g of phosphorus pentoxide is slowly added 160 ml of ethanol at room temperature. The mixture is further stirred with heating at 100° C. for 1 hour. Thereto 42 g of 2-[(3-fluorophenyloxy)methyl]benzoic acid is added and the mixture is stirred with heating at 100° C. for 1 hour. After cooling to room temperature, 500 ml of water is added. After extraction with toluene, washing successively with saturated sodium hydrogen carbonate, water and a saturated saline solution and drying over magnes... The reactants are CC1(OC[C@H](O1)CON)C ((S)-O-(2,2-dimethyl-[1,3]dioxolan-4-ylmethyl)-hydroxylamine), FC=1C(=C(C(=O)O)C=CC1F)NC1=C(C=C(C=C1)I)F (3,4-difluoro-2-(2-fluoro-4-iodo-phenylamino)-benzoic acid), O[C@@H](CONC(C1=C(C(=C(C=C1)F)F)NC1=C(C=C(C=C1)I)F)=O)CO (N-[(R)-2,3-Dihydroxy-propoxy]-3,4-difluoro-2-(2-fluoro-4-iodo-phenylamino)-benzamide). Product: O[C@H](CONC(C1=C(C(=C(C=C1)F)F)NC1=C(C=C(C=C1)I)F)=O)CO (N-[(S)-2,3-Dihydroxy-propoxy]-3,4-difluoro-2-(2-fluoro-4-iodo-phenylamino)-benzamide). RXN SMILES: CC1(C)O[C@H](CON)CO1.FC1C(NC2C=CC(I)=CC=2F)=C(C=CC=1F)C(O)=O.[OH:31][C@H:32]([CH2:55][OH:56])[CH2:33][O:34][NH:35][C:36](=[O:54])[C:37]1[CH:42]=[CH:41][C:40]([F:43])=[C:39]([F:44])[C:38]=1[NH:45][C:46]1[CH:51]=[CH:50][C:49]([I:52])=[CH:48][C:47]=1[F:53]>>[OH:31][C@@H:32]([CH2:55][OH:56])[CH2:33][O:34][NH:35][C:36](=[O:54])[C:37]1[CH:42]=[CH:41][C:40]([F:43])=[C:39]([F:44])[C:38]=1[NH:45][C:46]1[CH:51]=[CH:50][C:49]([I:52])=[CH:48][C:47]=1[F:53]. Procedure details: Prepared from (S)-O-(2,2-dimethyl-[1,3]dioxolan-4-ylmethyl)-hydroxylamine and 3,4-difluoro-2-(2-fluoro-4-iodo-phenylamino)-benzoic acid by the alternative procedure described above for N-[(R)-2,3-Dihydroxy-propoxy]-3,4-difluoro-2-(2-fluoro-4-iodo-phenylamino)-benzamide: m.p. 118-119° C. Reactants: CC(Oc1ncn(-c2ccc(C(F)(F)F)cc2)n1)C(=O)O, CN. The product is CNC(=O)C(C)Oc1ncn(-c2ccc(C(F)(F)F)cc2)n1. RXN SMILES: [C:1](=[O:2])([OH:3])[CH:4]([CH3:5])[O:6][c:7]1[n:8][n:9](-[c:12]2[cH:13][cH:14][c:15]([C:18]([F:19])([F:20])[F:21])[cH:16][cH:17]2)[cH:10][n:11]1.[CH3:22][NH2:23]>>[C:1](=[O:3])([CH:4]([CH3:5])[O:6][c:7]1[n:8][n:9](-[c:12]2[cH:13][cH:14][c:15]([C:18]([F:19])([F:20])[F:21])[cH:16][cH:17]2)[cH:10][n:11]1)[NH:23][CH3:22]. Starting materials: CC(C)(C)OC(=O)c1ccc(F)cc1, N#Cc1cc2ccccc2[nH]1, O=C([O-])[O-], CS(C)=O, [K+], [K+]. The product is CC(C)(C)OC(=O)c1ccc(-n2c(C#N)cc3ccccc32)cc1. As a reaction SMILES: [C:12]([CH3:13])([CH3:14])([CH3:15])[O:16][C:17]([c:18]1[cH:19][cH:20][c:21]([F:24])[cH:22][cH:23]1)=[O:25].[C:1](#[N:2])[c:3]1[nH:4][c:5]2[cH:6][cH:7][cH:8][cH:9][c:10]2[cH:11]1.[C:26](=[O:27])([O-:28])[O-:29].[CH3:32][S:33](=[O:34])[CH3:35].[K+:30].[K+:31]>>[C:1](#[N:2])[c:3]1[n:4](-[c:21]2[cH:20][cH:19][c:18]([C:17]([O:16][C:12]([CH3:13])([CH3:14])[CH3:15])=[O:25])[cH:23][cH:22]2)[c:5]2[cH:6][cH:7][cH:8][cH:9][c:10]2[cH:11]1.